From a dataset of the Open Reaction Database (ORD), a public repository of structured organic reaction records. describe an organic reaction: reactants, conditions, products, and yield Reactants: CC(C)(C)OC(=O)N1CCCC1C(=O)Nc1ccc(-c2ccccc2S(C)(=O)=O)cc1F, ClCCl, O=C(O)C(F)(F)F. Yields the product CS(=O)(=O)c1ccccc1-c1ccc(NC(=O)C2CCCN2)c(F)c1. As a reaction SMILES: [C:1]([O:2][C:3](=[O:4])[N:8]1[CH:9]([C:13]([NH:14][c:15]2[c:16]([F:31])[cH:17][c:18](-[c:21]3[c:22]([S:27](=[O:28])(=[O:29])[CH3:30])[cH:23][cH:24][cH:25][cH:26]3)[cH:19][cH:20]2)=[O:32])[CH2:10][CH2:11][CH2:12]1)([CH3:5])([CH3:6])[CH3:7].[Cl:40][CH2:41][Cl:42].[OH:33][C:34]([C:35]([F:36])([F:37])[F:38])=[O:39]>>[NH:8]1[CH:9]([C:13]([NH:14][c:15]2[c:16]([F:31])[cH:17][c:18](-[c:21]3[c:22]([S:27](=[O:28])(=[O:29])[CH3:30])[cH:23][cH:24][cH:25][cH:26]3)[cH:19][cH:20]2)=[O:32])[CH2:10][CH2:11][CH2:12]1. The reactants are CCOC(C)=O, O=[N+]([O-])c1c(F)cccc1F, [H-], [Na+], CN(C)C=O, Oc1ccccc1. The product is O=[N+]([O-])c1c(F)cccc1Oc1ccccc1. Reaction SMILES: [CH3:21][CH2:22][O:23][C:24]([CH3:25])=[O:26].[F:10][c:11]1[c:12]([N+:18](=[O:19])[O-:20])[c:13]([F:17])[cH:14][cH:15][cH:16]1.[H-:1].[Na+:2].[O:27]=[CH:28][N:29]([CH3:30])[CH3:31].[OH:3][c:4]1[cH:5][cH:6][cH:7][cH:8][cH:9]1>>[O:3]([c:4]1[cH:5][cH:6][cH:7][cH:8][cH:9]1)[c:11]1[c:12]([N+:18](=[O:19])[O-:20])[c:13]([F:17])[cH:14][cH:15][cH:16]1. The reactants are Cc1ccc(N2CCNCC2)c(C)n1, CCOC(=O)c1ccc(N2CCOC2=O)cc1. Yields the product Cc1ccc(N2CCN(C(=O)c3ccc(N4CCOC4=O)cc3)CC2)c(C)n1. Reaction SMILES: [CH3:18][c:19]1[n:20][c:21]([CH3:31])[cH:22][cH:23][c:24]1[N:25]1[CH2:26][CH2:27][NH:28][CH2:29][CH2:30]1.[O:1]=[C:2]1[O:3][CH2:4][CH2:5][N:6]1[c:7]1[cH:8][cH:9][c:10]([C:11]([O:13][CH2:12][CH3:14])=[O:15])[cH:16][cH:17]1>>[O:1]=[C:2]1[O:3][CH2:4][CH2:5][N:6]1[c:7]1[cH:8][cH:9][c:10]([C:11](=[O:13])[N:28]2[CH2:27][CH2:26][N:25]([c:24]3[c:19]([CH3:18])[n:20][c:21]([CH3:31])[cH:22][cH:23]3)[CH2:30][CH2:29]2)[cH:16][cH:17]1. Reactants: CC=1N(C=CN1)C1=CC=C(C=C1)NC=1N=C(C2=C(N1)CCN(C2)C(=O)OC(C)(C)C)NCC2CCOCC2 (tert-Butyl 2-(4-(2-methyl-1H-imidazol-1-yl)phenylamino)-4-((tetrahydro-2H-pyran-4-yl)methylamino)-7,8-dihydropyrido[4,3-d]pyrimidine-6(5H)-carboxylate), Cl (Hydrochloric acid). Solvent: CO (methanol). Reaction conditions: temperature 80 celsius, time 1 hour. Product: CC=1N(C=CN1)C1=CC=C(C=C1)NC=1N=C(C2=C(N1)CCNC2)NCC2CCOCC2 (N2-(4-(2-Methyl-1H-imidazol-1-yl)phenyl)-N4-((tetrahydro-2H-pyran-4-yl)methyl)-5,6,7,8-tetrahydropyrido[4,3-d]pyrimidine-2,4-diamine). RXN SMILES: [CH3:1][C:2]1[N:3]([C:7]2[CH:12]=[CH:11][C:10]([NH:13][C:14]3[N:15]=[C:16]([NH:31][CH2:32][CH:33]4[CH2:38][CH2:37][O:36][CH2:35][CH2:34]4)[C:17]4[CH2:23][N:22](C(OC(C)(C)C)=O)[CH2:21][CH2:20][C:18]=4[N:19]=3)=[CH:9][CH:8]=2)[CH:4]=[CH:5][N:6]=1.Cl>CO>[CH3:1][C:2]1[N:3]([C:7]2[CH:12]=[CH:11][C:10]([NH:13][C:14]3[N:15]=[C:16]([NH:31][CH2:32][CH:33]4[CH2:38][CH2:37][O:36][CH2:35][CH2:34]4)[C:17]4[CH2:23][NH:22][CH2:21][CH2:20][C:18]=4[N:19]=3)=[CH:9][CH:8]=2)[CH:4]=[CH:5][N:6]=1. Procedure: tert-Butyl 2-(4-(2-methyl-1H-imidazol-1-yl)phenylamino)-4-((tetrahydro-2H-pyran-4-yl)methylamino)-7,8-dihydropyrido[4,3-d]pyrimidine-6(5H)-carboxylate (62 mg, 0.12 mmol) was dissolved in methanol (3 mL). Hydrochloric acid (3.63 μL, 0.12 mmol) was added and the reaction mixture was stirred at 80° C. for 1 h. The solvent was evaporated under reduced pressure and the crude N2-(4-(2-methyl-1H-imidazol-1-yl)phenyl)-N4-((tetrahydro-2H-pyran-4-yl)methyl)-5,6,7,8-tetrahydropyrido[4,3-d]pyrimidine-2,4-di... Starting materials: C(C1=CC=CC=C1)(C1=CC=CC=C1)N1CC(C1)N1CCN(CC1)C1=NC=CC=N1 (2-[4-(1-benzhydryl-azetidin-3-yl)-piperazin-1-yl]-pyrimidine), ClC(=O)OC(C)Cl (1-chloroethyl chloroformate), C(C)OCC (Diethyl ether), CO (methanol). Solvent: C(Cl)Cl (CH2Cl2). Run at temperature 0 celsius, time 90 minute. Yields the product N1CC(C1)N1CCN(CC1)C1=NC=CC=N1 (2-(4-azetidin-3-yl-piperazin-1-yl)-pyrimidine). As a reaction SMILES: C([N:14]1[CH2:17][CH:16]([N:18]2[CH2:23][CH2:22][N:21]([C:24]3[N:29]=[CH:28][CH:27]=[CH:26][N:25]=3)[CH2:20][CH2:19]2)[CH2:15]1)(C1C=CC=CC=1)C1C=CC=CC=1.ClC(OC(Cl)C)=O.CO.C(OCC)C>C(Cl)Cl>[NH:14]1[CH2:17][CH:16]([N:18]2[CH2:19][CH2:20][N:21]([C:24]3[N:25]=[CH:26][CH:27]=[CH:28][N:29]=3)[CH2:22][CH2:23]2)[CH2:15]1. Reported procedure: To a solution of 2-[4-(1-benzhydryl-azetidin-3-yl)-piperazin-1-yl]-pyrimidine (2.03 g, 5.27 mmol) in CH2Cl2 (20 mL) was added 1-chloroethyl chloroformate (1.704 mL, 15.79 mmol) at 0° C. under N2. The resulting mixture was stirred at 0° C. for 90 min and then methanol (4 mL) was added. The resulting mixture was refluxed for 1 h, then cooled. Diethyl ether (40 mL) was added to the resulting mixture. The solid was filtered and dried to yield 2-(4-azetidin-3-yl-piperazin-1-yl)-pyrimidine, which was ... Reactants: BrCc1ccccc1, O=C([O-])O, CN(C)C=O, [Na+], O, COc1ccc(C(=O)C2CCNCC2)c(O)c1. Product: COc1ccc(C(=O)C2CCN(Cc3ccccc3)CC2)c(O)c1. RXN SMILES: [Br:18][CH2:19][c:20]1[cH:21][cH:22][cH:23][cH:24][cH:25]1.[C:26](=[O:27])([OH:28])[O-:29].[CH3:31][N:32]([CH3:33])[CH:34]=[O:35].[Na+:30].[OH2:36].[OH:1][c:2]1[c:3]([C:4](=[O:5])[CH:6]2[CH2:7][CH2:8][NH:9][CH2:10][CH2:11]2)[cH:12][cH:13][c:14]([O:16][CH3:17])[cH:15]1>>[OH:1][c:2]1[c:3]([C:4](=[O:5])[CH:6]2[CH2:7][CH2:8][N:9]([CH2:19][c:20]3[cH:21][cH:22][cH:23][cH:24][cH:25]3)[CH2:10][CH2:11]2)[cH:12][cH:13][c:14]([O:16][CH3:17])[cH:15]1. Reactants: C1(CCCCC1)N=C=NC1CCCCC1 (Dicyclohexylcarbodiimide), ice, C(C)(C)(C)OC([C@H]1NCCC1)=O (L-Proline tert-butyl ester), C(C)(=O)SCC(C(=O)O)C (3-acetylthio-2-methylpropanoic acid). The solvent is ClCCl (dichloromethane), ClCCl (dichloromethane), ClCCl (dichloromethane). Product: C(C)(C)(C)OC([C@H]1N(CCC1)C(C(CSC(C)=O)C)=O)=O (1-(3-Acetylthio-2-methylpropanoyl)-L-Proline tert-butyl Ester). RXN SMILES: [C:1]([O:5][C:6](=[O:12])[C@@H:7]1[CH2:11][CH2:10][CH2:9][NH:8]1)([CH3:4])([CH3:3])[CH3:2].C1(N=C=NC2CCCCC2)CCCCC1.[C:28]([S:31][CH2:32][CH:33]([CH3:37])[C:34](O)=[O:35])(=[O:30])[CH3:29]>ClCCl>[C:1]([O:5][C:6](=[O:12])[C@@H:7]1[CH2:11][CH2:10][CH2:9][N:8]1[C:34](=[O:35])[CH:33]([CH3:37])[CH2:32][S:31][C:28](=[O:30])[CH3:29])([CH3:4])([CH3:2])[CH3:3]. Reported procedure: L-Proline tert-butyl ester (5.1 g.) is dissolved in dichloromethane (40 ml.) and the solution stirred and chilled in an ice bath. Dicyclohexylcarbodiimide (6.2 g.) dissolved in dichloromethane (15 ml.) is added followed immediately by a solution of 3-acetylthio-2-methylpropanoic acid (4.9 g.) in dichloromethane (5 ml.). After 15 minutes stirring in the ice bath and 16 hours at room temperature, the precipitate is filtered off and the filtrate is concentrated to dryness in vacuo. The residue is d... Starting materials: [H-].[Al+3].[Li+].[H-].[H-].[H-] (lithium aluminum hydride), N1=CC(=CC=C1)\C(=C/CCCCC(=O)O)\C=1SC=CC1 ((E)-7-(3-Pyridyl)-7-(2-thienyl)-6-heptenoic acid), [C@@H]([C@H](C(=O)[O-])O)(C(=O)[O-])O.[Na+].[K+] (Rochelle salt). Run in O1CCCC1 (tetrahydrofuran). Run at temperature 50 celsius. Yields the product N1=CC(=CC=C1)\C(=C/CCCCCO)\C=1SC=CC1 ((E)-7-(3-pyridyl)-7-(2-thienyl)-6-hepten-1-ol). Yield: 54.9%. RXN SMILES: [N:1]1[CH:6]=[CH:5][CH:4]=[C:3](/[C:7](/[C:16]2[S:17][CH:18]=[CH:19][CH:20]=2)=[CH:8]\[CH2:9][CH2:10][CH2:11][CH2:12][C:13](O)=[O:14])[CH:2]=1.[H-].[Al+3].[Li+].[H-].[H-].[H-].[C@H](O)(C([O-])=O)[C@@H](O)C([O-])=O.[Na+].[K+]>O1CCCC1>[N:1]1[CH:6]=[CH:5][CH:4]=[C:3](/[C:7](/[C:16]2[S:17][CH:18]=[CH:19][CH:20]=2)=[CH:8]\[CH2:9][CH2:10][CH2:11][CH2:12][CH2:13][OH:14])[CH:2]=1 |f:1.2.3.4.5.6,7.8.9|. Reported procedure: (E)-7-(3-Pyridyl)-7-(2-thienyl)-6-heptenoic acid (0.4 g, 1.4 mmoles) was dissolved in dry tetrahydrofuran (20 ml) and lithium aluminum hydride (0.1 g, 2.6 mmoles) was added to the solution. The mixture was stirred at 50° C. for an hour, followed by addition of a saturated aqueous Rochelle salt solution (10 ml). The organic alyer was separated and the precipitate was washed with tetrahydrofuran (20 ml). The tetrahydrofuran solutions were combined, dried over anhydrous magnesium sulfate and concen...